This data is from the Open Reaction Database (ORD), a public repository of structured organic reaction records. The task is: describe an organic reaction: reactants, conditions, products, and yield Reactants: C(C1=CC=CC=C1)N1N=NN=C1C1=C(C=CC=C1[N+](=O)[O-])OC (1-Benzyl-5-(2-methoxy-6-nitrophenyl)-1H-tetrazole), C(C1=CC=CC=C1)N1N=NN=C1C1=C(C=CC=C1[N+](=O)[O-])OC (1-Benzyl-5-(2-methoxy-6-nitrophenyl)-1H-tetrazole), [H][H] (hydrogen). Reagents/catalysts: [Pt] (Platinum on carbon). The solvent is C(C)O (ethanol). Reaction conditions: time 18 hour. The product is C(C1=CC=CC=C1)N1N=NN=C1C1=C(C=CC=C1OC)N (2-(1-Benzyl-1H-tetrazol-5-yl)-3-methoxyphenylamine). Yield: 94.8%. Reaction SMILES: [CH2:1]([N:8]1[C:12]([C:13]2[C:18]([N+:19]([O-])=O)=[CH:17][CH:16]=[CH:15][C:14]=2[O:22][CH3:23])=[N:11][N:10]=[N:9]1)[C:2]1[CH:7]=[CH:6][CH:5]=[CH:4][CH:3]=1.[H][H]>C(O)C.[Pt]>[CH2:1]([N:8]1[C:12]([C:13]2[C:14]([O:22][CH3:23])=[CH:15][CH:16]=[CH:17][C:18]=2[NH2:19])=[N:11][N:10]=[N:9]1)[C:2]1[CH:7]=[CH:6][CH:5]=[CH:4][CH:3]=1. Procedure: 1-Benzyl-5-(2-methoxy-6-nitrophenyl)-1H-tetrazole (Intermediate 14, 0.14 g) was dissolved in ethanol (5 mL) under a nitrogen atmosphere. Platinum on carbon (10%, 0.01 g) was added and the nitrogen atmosphere was replaced by hydrogen. The mixture was stirred for 18 hours and then filtered through celite. The filtrate was evaporated to dryness to give the title compound as a brown gum (0.12 g). The reactants are N1C=CC=2C1=CN=C(C2)NC(=O)C2CC2 (N-(1H-pyrrolo[2,3-c]pyridin-5-yl)cyclopropane carboxamide), ClC1=C(C(=O)Cl)C(=CC=C1)F (2-chloro-6-fluoro benzoyl chloride). Product: ClC1=C(C(=O)C2=CNC3=CN=C(C=C32)NC(=O)C3CC3)C(=CC=C1)F (N-[3-(2-Chloro-6-fluorobenzoyl)-1H-pyrrolo[2,3-c]pyridin-5-yl]cyclopropanecarboxamide). As a reaction SMILES: [NH:1]1[C:5]2=[CH:6][N:7]=[C:8]([NH:10][C:11]([CH:13]3[CH2:15][CH2:14]3)=[O:12])[CH:9]=[C:4]2[CH:3]=[CH:2]1.[Cl:16][C:17]1[CH:25]=[CH:24][CH:23]=[C:22]([F:26])[C:18]=1[C:19](Cl)=[O:20]>>[Cl:16][C:17]1[CH:25]=[CH:24][CH:23]=[C:22]([F:26])[C:18]=1[C:19]([C:3]1[C:4]2[C:5](=[CH:6][N:7]=[C:8]([NH:10][C:11]([CH:13]3[CH2:14][CH2:15]3)=[O:12])[CH:9]=2)[NH:1][CH:2]=1)=[O:20]. Procedure details: N-[3-(2-Chloro-6-fluorobenzoyl)-1H-pyrrolo[2,3-c]pyridin-5-yl]cyclopropanecarboxamide was prepared using N-(1H-pyrrolo[2,3-c]pyridin-5-yl)cyclopropane carboxamide and 2-chloro-6-fluoro benzoyl chloride (Compound No. 19). The reactants are CC(C)=O, [Na+], [OH-], O, CCOC(=O)c1[nH]nnc1Nc1ccc(C)cc1. Yields the product Cc1ccc(Nc2nn[nH]c2C(=O)O)cc1. Reaction SMILES: [CH3:22][C:23]([CH3:24])=[O:25].[Na+:20].[OH-:19].[OH2:21].[c:1]1([CH3:18])[cH:2][cH:3][c:4]([NH:7][c:8]2[n:9][n:10][nH:11][c:12]2[C:13](=[O:14])[O:15][CH2:16][CH3:17])[cH:5][cH:6]1>>[c:1]1([CH3:18])[cH:2][cH:3][c:4]([NH:7][c:8]2[n:9][n:10][nH:11][c:12]2[C:13](=[O:14])[OH:15])[cH:5][cH:6]1. As a reaction SMILES: [CH2:40]1[O:41][CH2:42][CH2:43][CH2:44]1.[CH3:30][C:31]([Cl:32])=[O:33].[Cl:1][c:2]1[cH:3][n:4][cH:5][c:6]([Cl:29])[c:7]1[NH:8][C:9](=[O:10])[c:11]1[cH:12][cH:13][c:14]([O:25][CH:26]([F:27])[F:28])[c:15]2[o:16][c:17]3[c:18]([c:19]12)[cH:20][c:21]([NH2:24])[cH:22][cH:23]3.[cH:34]1[cH:35][cH:36][n:37][cH:38][cH:39]1>>[Cl:1][c:2]1[cH:3][n:4][cH:5][c:6]([Cl:29])[c:7]1[NH:8][C:9](=[O:10])[c:11]1[cH:12][cH:13][c:14]([O:25][CH:26]([F:27])[F:28])[c:15]2[o:16][c:17]3[c:18]([c:19]12)[cH:20][c:21]([NH:24][C:31]([CH3:30])=[O:33])[cH:22][cH:23]3. Yields the product CC(=O)Nc1ccc2oc3c(OC(F)F)ccc(C(=O)Nc4c(Cl)cncc4Cl)c3c2c1. Starting materials: C1CCOC1, CC(=O)Cl, Nc1ccc2oc3c(OC(F)F)ccc(C(=O)Nc4c(Cl)cncc4Cl)c3c2c1, c1ccncc1. Reactants: FC(C=1C=C2C(=NC1)N(C(=C2)C(=O)O)CC2=CC(=CC=C2)F)(F)F (5-trifluoromethyl-1-[(3-fluorophenyl)methyl]-1H-pyrrolo[2,3-b]pyridine-2-carboxylic acid), C12CN(CC2CC1)C1=CC=C(C=N1)N (6-(3-azabicyclo[3.2.0]hept-3-yl)-3-aminopyridine). The product is C12CN(CC2CC1)C1=CC=C(C=N1)NC(=O)C1=CC=2C(=NC=C(C2)C(F)(F)F)N1CC1=CC(=CC=C1)F (N-[6-(3-Azabicyclo[3.2.0]hept-3-yl)pyridin-3-yl]-5-trifluoromethyl-1-(3-fluorobenzyl)-1H-pyrrolo[2,3-b]pyridine-2-carboxamide). Isolated yield 67.3%. Reaction SMILES: [F:1][C:2]([F:24])([F:23])[C:3]1[CH:4]=[C:5]2[CH:11]=[C:10]([C:12]([OH:14])=O)[N:9]([CH2:15][C:16]3[CH:21]=[CH:20][CH:19]=[C:18]([F:22])[CH:17]=3)[C:6]2=[N:7][CH:8]=1.[CH:25]12[CH2:31][CH2:30][CH:29]1[CH2:28][N:27]([C:32]1[N:37]=[CH:36][C:35]([NH2:38])=[CH:34][CH:33]=1)[CH2:26]2>>[CH:29]12[CH2:30][CH2:31][CH:25]1[CH2:26][N:27]([C:32]1[N:37]=[CH:36][C:35]([NH:38][C:12]([C:10]3[N:9]([CH2:15][C:16]4[CH:21]=[CH:20][CH:19]=[C:18]([F:22])[CH:17]=4)[C:6]4=[N:7][CH:8]=[C:3]([C:2]([F:23])([F:1])[F:24])[CH:4]=[C:5]4[CH:11]=3)=[O:14])=[CH:34][CH:33]=1)[CH2:28]2. Reported procedure: According to a method similar to that described in Stage 12.3, starting from 0.12 g (0.35 mmol) of 5-trifluoromethyl-1-[(3-fluorophenyl)methyl]-1H-pyrrolo[2,3-b]pyridine-2-carboxylic acid, described in Stage 1.3, and 0.075 g (0.38 mmol) of 6-(3-azabicyclo[3.2.0]hept-3-yl)-3-aminopyridine, prepared in the preceding stage, we obtain 0.12 g of the expected product. Reactants: O=[Si]=O (quartz glass), ClC1=CC=C(C=C1)C (4-chlorotoluene). The reagents and catalysts are catalyst. Conditions: temperature -70 celsius. Yields the product ClC1=CC=C(C=O)C=C1 (4-chlorobenzaldehyde). RXN SMILES: [O:1]=[Si]=O.[Cl:4][C:5]1[CH:10]=[CH:9][C:8]([CH3:11])=[CH:7][CH:6]=1>>[Cl:4][C:5]1[CH:10]=[CH:9][C:8]([CH:11]=[O:1])=[CH:7][CH:6]=1. Procedure: To carry out the oxidation, 20 g of the catalyst is mixed with 20 g of broken quartz glass of the same screening fraction and this mixture is placed in a quartz glass tube having an inner diameter of 1.5 cm. For thermostating, the reactor is immersed in a fluidized sand bath which is heated externally. The starting material gas comprising 1% by volume of 4-chlorotoluene and 99% by volume of air is passed through the heated reactor at a total volumetric flow rate of 2.5 ml/s (STP) and the product... Reactants: O=C([O-])O, Cl, CC(C)(C)OC(=O)Nc1ccc2c(c1)OC(C)(C)C=C2c1ccc(F)cc1, [Na+], C1COCCO1. Product: CC1(C)C=C(c2ccc(F)cc2)c2ccc(N)cc2O1. RXN SMILES: [C:28](=[O:29])([OH:30])[O-:31].[ClH:39].[F:1][c:2]1[cH:3][cH:4][c:5]([C:8]2=[CH:9][C:10]([CH3:26])([CH3:27])[O:11][c:12]3[cH:13][c:14]([NH:18][C:19](=[O:20])[O:21][C:22]([CH3:23])([CH3:24])[CH3:25])[cH:15][cH:16][c:17]32)[cH:6][cH:7]1.[Na+:32].[O:33]1[CH2:34][CH2:35][O:36][CH2:37][CH2:38]1>>[F:1][c:2]1[cH:3][cH:4][c:5]([C:8]2=[CH:9][C:10]([CH3:26])([CH3:27])[O:11][c:12]3[cH:13][c:14]([NH2:18])[cH:15][cH:16][c:17]32)[cH:6][cH:7]1. Starting materials: CCO, [H][H], O=[N+]([O-])c1ccc(C=Cc2ccccc2)cc1. The product is Nc1ccc(C=Cc2ccccc2)cc1. RXN SMILES: [CH3:20][CH2:21][OH:22].[H:18][H:19].[N+:1]([O-:2])(=[O:3])[c:4]1[cH:5][cH:6][c:7]([CH:10]=[CH:11][c:12]2[cH:13][cH:14][cH:15][cH:16][cH:17]2)[cH:8][cH:9]1>>[NH2:1][c:4]1[cH:5][cH:6][c:7]([CH:10]=[CH:11][c:12]2[cH:13][cH:14][cH:15][cH:16][cH:17]2)[cH:8][cH:9]1. Starting materials: ClC=1N=CC2=C(N1)N(C(=C2)C2=CN=CO2)C2CCCC2 (2-chloro-7-cyclopentyl-6-oxazol-5-y-l-7H-pyrrolo[2,3-d]pyrimidine), C(C)(C)(C)OC(=O)N1CCN(CC1)C=1C=NC(=CC1)N (4-(6-amino-pyridin-3-yl)-piperazine-1-carboxylic acid tert-butyl ester). Yields the product C1(CCCC1)N1C(=CC2=C1N=C(N=C2)NC2=NC=C(C=C2)N2CCNCC2)C2=CN=CO2 ((7-cyclopentyl-6-oxazol-5-yl-7H-pyrrolo[2,3-d]pyrimidin-2-yl)-(5-piperazin-1-yl-pyridin-2-yl)-amine). The yield is 24.2%. Reaction SMILES: Cl[C:2]1[N:3]=[CH:4][C:5]2[CH:10]=[C:9]([C:11]3[O:15][CH:14]=[N:13][CH:12]=3)[N:8]([CH:16]3[CH2:20][CH2:19][CH2:18][CH2:17]3)[C:6]=2[N:7]=1.C(OC([N:28]1[CH2:33][CH2:32][N:31]([C:34]2[CH:35]=[N:36][C:37]([NH2:40])=[CH:38][CH:39]=2)[CH2:30][CH2:29]1)=O)(C)(C)C>>[CH:16]1([N:8]2[C:6]3[N:7]=[C:2]([NH:40][C:37]4[CH:38]=[CH:39][C:34]([N:31]5[CH2:30][CH2:29][NH:28][CH2:33][CH2:32]5)=[CH:35][N:36]=4)[N:3]=[CH:4][C:5]=3[CH:10]=[C:9]2[C:11]2[O:15][CH:14]=[N:13][CH:12]=2)[CH2:20][CH2:19][CH2:18][CH2:17]1. Procedure details: Following Buchwald Method B, 2-chloro-7-cyclopentyl-6-oxazol-5-y-l-7H-pyrrolo[2,3-d]pyrimidine (70 mg, 0.24 mmol) and 4-(6-amino-pyridin-3-yl)-piperazine-1-carboxylic acid tert-butyl ester (74 mg, 0.27 mmol), followed by deprotection using General Procedure A to give (7-cyclopentyl-6-oxazol-5-yl-7H-pyrrolo[2,3-d]pyrimidin-2-yl)-(5-piperazin-1-yl-pyridin-2-yl)-amine (25 mg, 24%). MS (ESI) m/z 431.2 (M+H)+